describe an organic reaction: reactants, conditions, products, and yield From a dataset of the Open Reaction Database (ORD), a public repository of structured organic reaction records. Starting materials: C(C1=CC=CC=C1)Br (benzylbromide), C([O-])([O-])=O.[K+].[K+] (potassium carbonate), OC1=C(C=O)C=CC(=C1)O (2,4-dihydroxybenzaldehyde). Solvent: CC(=O)C (acetone). Run at time 3 day. Yields the product C(C1=CC=CC=C1)OC1=CC(=C(C=O)C=C1)O (4-Benzyloxy-2-hydroxybenzaldehyde). As a reaction SMILES: [OH:1][C:2]1[CH:9]=[C:8]([OH:10])[CH:7]=[CH:6][C:3]=1[CH:4]=[O:5].[CH2:11](Br)[C:12]1[CH:17]=[CH:16][CH:15]=[CH:14][CH:13]=1.C(=O)([O-])[O-].[K+].[K+]>CC(C)=O>[CH2:11]([O:10][C:8]1[CH:7]=[CH:6][C:3]([CH:4]=[O:5])=[C:2]([OH:1])[CH:9]=1)[C:12]1[CH:17]=[CH:16][CH:15]=[CH:14][CH:13]=1 |f:2.3.4|. Reported procedure: 13.8 g (0.1 mol) 2,4-dihydroxybenzaldehyde are dissolved in 150 ml acetone, 17.1 g (0.1 mol) benzylbromide and 13.8 g (0.1 mol) potassium carbonate are added, and the mixture is stirred at room temperature for 3 d. After filtration, the solvent is removed in vacuo and the residual crude product further purified by column chromatography on silica gel using dichloromethane as eluent. Reactants: CN(C=O)C (N,N-dimethylformamide), P(=O)(Cl)(Cl)Cl (phosphorus oxychloride), ice, C1(=CC=CC=C1)N1CCCCC1 (1-Phenylpiperidine). Solvent: ClCCCl (1,2-dichloroethane). Run at time 15 minute. Product: N1(CCCCC1)C1=CC=C(C=O)C=C1 (4-(Piperidin-1-yl)benzaldehyde). The yield is 39.6%. Reaction SMILES: CN(C)[CH:3]=[O:4].P(Cl)(Cl)(Cl)=O.[C:11]1([N:17]2[CH2:22][CH2:21][CH2:20][CH2:19][CH2:18]2)[CH:16]=[CH:15][CH:14]=[CH:13][CH:12]=1>ClCCCl>[N:17]1([C:11]2[CH:16]=[CH:15][C:14]([CH:3]=[O:4])=[CH:13][CH:12]=2)[CH2:22][CH2:21][CH2:20][CH2:19][CH2:18]1. Procedure details: To a solution of 2.3 mL (30 mmoles) of N,N-dimethylformamide in 10 mL of 1,2-dichloroethane was added dropwise 2.8 mL (30 mmoles) of phosphorus oxychloride at 0° C. The ice-bath was removed and the reaction mixture was stirred for 15 min. 1-Phenylpiperidine (3.2 mL, 20 mmoles) was added to the above solution portionwise and the reaction mixture was refluxed overnight. The reaction mixture was poured into ice-cold 2N sodium hydroxide solution and stirred at room temperature for 1 h. The organic l... Starting materials: C(C)OC(=O)C=1C=CC(=NC1)N1CCC(CC1)C(N)=O (4-carbamoyl-3,4,5,6-tetrahydro-2H-[1,2′]bipyridinyl-5′-carboxylic acid ethyl ester), C(C)#N (acetonitrile), FC(C(=O)OC=1C(=C(C=CC1)I)OC(C(F)(F)F)=O)(F)F (bis(trifluoroacetoxy) iodobenzene), O (water). Conditions: temperature 65 celsius. Product: C(C)OC(=O)C=1C=CC(=NC1)N1CCC(CC1)N (4-Amino-3,4,5,6-tetrahydro-2H-[1,2′]bipyridinyl-5′-carboxylic acid ethyl ester). Reaction SMILES: [CH2:1]([O:3][C:4]([C:6]1[CH:7]=[CH:8][C:9]([N:12]2[CH2:17][CH2:16][CH:15](C(=O)N)[CH2:14][CH2:13]2)=[N:10][CH:11]=1)=[O:5])[CH3:2].FC(F)(F)C(OC1C(OC(=O)C(F)(F)F)=C(I)C=CC=1)=O.O.C(#[N:45])C>>[CH2:1]([O:3][C:4]([C:6]1[CH:7]=[CH:8][C:9]([N:12]2[CH2:17][CH2:16][CH:15]([NH2:45])[CH2:14][CH2:13]2)=[N:10][CH:11]=1)=[O:5])[CH3:2]. Procedure: A solution comprising 4-carbamoyl-3,4,5,6-tetrahydro-2H-[1,2′]bipyridinyl-5′-carboxylic acid ethyl ester (step a) (2.04 g, 7.36-mmol) and bis(trifluoroacetoxy) iodobenzene (3.80 g, 8.83 mmol) in acetonitrile (13 ml) is treated with water (5 ml) and heated to 65° C. for 30 hours. The solvent is partially removed in vacuo and the resulting solution is acidified to pH1 using 12 M HCl. The solution is extracted with ethyl acetate and this organic portion is discarded. The aqueous portion is basified... Reactants: Cc1[nH]c(C(=O)NC2CCN(c3ccnc(C(=O)O)c3)CC2)c(Cl)c1Cl, Cl, CON. Product: CONC(=O)c1cc(N2CCC(NC(=O)c3[nH]c(C)c(Cl)c3Cl)CC2)ccn1. RXN SMILES: [Cl:1][c:2]1[c:3]([C:9](=[O:10])[NH:11][CH:12]2[CH2:13][CH2:14][N:15]([c:18]3[cH:19][c:20]([C:24](=[O:25])[OH:26])[n:21][cH:22][cH:23]3)[CH2:16][CH2:17]2)[nH:4][c:5]([CH3:8])[c:6]1[Cl:7].[ClH:27].[O:28]([CH3:29])[NH2:30]>>[Cl:1][c:2]1[c:3]([C:9](=[O:10])[NH:11][CH:12]2[CH2:13][CH2:14][N:15]([c:18]3[cH:19][c:20]([C:24](=[O:25])[NH:30][O:28][CH3:29])[n:21][cH:22][cH:23]3)[CH2:16][CH2:17]2)[nH:4][c:5]([CH3:8])[c:6]1[Cl:7].